This data is from the Open Reaction Database (ORD), a public repository of structured organic reaction records. The task is: describe an organic reaction: reactants, conditions, products, and yield Solvent: S(O)(O)(=O)=O (sulphuric acid). Isolated yield 83.0%. Reported procedure: 5-Chloro-1H-benzotriazole (3.08 g, 20 mmol) was dissolved in conc. sulphuric acid (40 ml) and cooled to 0° C. on an ice bath. Nitric acid (40 ml, excess) was added drop wise to the cooled solution over a period of 20 minutes. Stirring was continued for 1 hour at 0° C. and then at 60° C. for an additional 1 hour, by which time TLC (A) indicated the conversion of starting material. The solution was cooled to room temperature and poured over ice to precipitate a white solid. The solid was collected... Starting materials: [N+](=O)(O)[O-] (Nitric acid), ClC1=CC2=C(NN=N2)C=C1 (5-Chloro-1H-benzotriazole), ( A ). Reaction SMILES: [Cl:1][C:2]1[CH:10]=[CH:9][C:5]2[NH:6][N:7]=[N:8][C:4]=2[CH:3]=1.[N+:11]([O-])([OH:13])=[O:12]>S(=O)(=O)(O)O>[N+:11]([C:3]1[C:4]2[N:8]=[N:7][NH:6][C:5]=2[CH:9]=[CH:10][C:2]=1[Cl:1])([O-:13])=[O:12]. Reaction conditions: temperature 0 celsius, time 1 hour. The product is [N+](=O)([O-])C1=C(C=CC=2NN=NC21)Cl (4-Nitro-5-chloro-1H-benzotriazole). Reaction SMILES: [N:1]1([CH2:6][CH:7]([N:9]2[C:22]3[CH:21]=[C:20]([C:23](=[S:25])[NH2:24])[CH:19]=[CH:18][C:17]=3[S:16][C:15]3[C:10]2=[CH:11][CH:12]=[CH:13][CH:14]=3)[CH3:8])[CH2:5][CH2:4][CH2:3][CH2:2]1.[CH2:26](N)[CH2:27][CH2:28][CH3:29].S>C(O)C>[CH2:26]([NH:24][C:23]([C:20]1[CH:19]=[CH:18][C:17]2[S:16][C:15]3[C:10](=[CH:11][CH:12]=[CH:13][CH:14]=3)[N:9]([CH:7]([CH3:8])[CH2:6][N:1]3[CH2:5][CH2:4][CH2:3][CH2:2]3)[C:22]=2[CH:21]=1)=[S:25])[CH2:27][CH2:28][CH3:29]. Reaction conditions: temperature 120 celsius. Reactants: N1(CCCC1)CC(C)N1C2=CC=CC=C2SC=2C=CC(=CC12)C(N)=S (10-[(2RS)-1-(1-pyrrolidinyl)-2-propyl]-2-phenothiazinecarbothioamide), C(CCC)N (butylamine), S (hydrogen sulphide). The product is C(CCC)NC(=S)C1=CC=2N(C3=CC=CC=C3SC2C=C1)C(CN1CCCC1)C (N-Butyl-10-[(2RS)-1-(1-pyrrolidinyl)-2-propyl]-2-phenothiazinecarbothioamide). The solvent is C(C)O (ethanol). Procedure details: A mixture of 10-[(2RS)-1-(1-pyrrolidinyl)-2-propyl]-2-phenothiazinecarbothioamide (1 g) and butylamine (1.5 cc) in absolute ethanol (20 cc) is saturated with hydrogen sulphide and then heated for 24 hours to a temperature in the region of 120° C. After being cooled, the reaction mixture is concentrated to dryness under reduced pressure (30 mm Hg; 4 kPa) at 40° C. The residue is taken up with distilled water (10 cc) and ethyl acetate (25 cc). After extraction, the organic phase is separated, wash... Procedure details: Combine 4-methoxybenzonitrile (50.0 g, 376 mmol), potassium t-butoxide (84.2 g, 752 mmol), propionitrile (62.0 g, 1.130 mmol) and toluene (1,880 mL); and stir for 72 h. Dilute with satd NaHCO3 and extract with EtOAc. Evaporate the organic solution and crystallize from hexane/EtOAc to afford 3-amino-3-(4-methoxyphenyl)-2-methylacrylonitrile. Yield: 35.1%. ES-MS: m/e 189.2 (m+1). The product is NC(=C(C#N)C)C1=CC=C(C=C1)OC (3-amino-3-(4-methoxyphenyl)-2-methylacrylonitrile). Solvent: C(=O)(O)[O-].[Na+] (NaHCO3). Reactants: COC1=CC=C(C#N)C=C1 (4-methoxybenzonitrile), C1(=CC=CC=C1)C (toluene), CC(C)([O-])C.[K+] (potassium t-butoxide), C(CC)#N (propionitrile). Reaction SMILES: [CH3:1][O:2][C:3]1[CH:10]=[CH:9][C:6]([C:7]#[N:8])=[CH:5][CH:4]=1.CC(C)([O-])C.[K+].[C:17](#[N:20])[CH2:18][CH3:19].C1(C)C=CC=CC=1>C([O-])(O)=O.[Na+]>[NH2:8][C:7]([C:6]1[CH:9]=[CH:10][C:3]([O:2][CH3:1])=[CH:4][CH:5]=1)=[C:18]([CH3:19])[C:17]#[N:20] |f:1.2,5.6|. The yield is 35.1%. Reaction conditions: time 72 hour. Starting materials: ClC=1NC2=C(N1)C=CC=C2 (2-chlorobenzimidazole), C(C)(C)Br (isopropyl bromide), C([O-])([O-])=O.[K+].[K+] (potassium carbonate). Run in CS(=O)C (dimethyl sulfoxide). Run at temperature 60 celsius. Yields the product ClC1=NC2=C(N1C(C)C)C=CC=C2 (2-chloro-1-(1-methylethyl)benzimidazole). Reaction SMILES: [Cl:1][C:2]1[NH:3][C:4]2[CH:10]=[CH:9][CH:8]=[CH:7][C:5]=2[N:6]=1.[CH:11](Br)([CH3:13])[CH3:12].C(=O)([O-])[O-].[K+].[K+]>CS(C)=O>[Cl:1][C:2]1[N:6]([CH:11]([CH3:13])[CH3:12])[C:5]2[CH:7]=[CH:8][CH:9]=[CH:10][C:4]=2[N:3]=1 |f:2.3.4|. Procedure: A mixture of 2-chlorobenzimidazole (2.0 g), isopropyl bromide (1.36 ml) and potassium carbonate (34 g) in dimethyl sulfoxide (200 ml) was heated at 60° C. for 6 hr and poured into ice. The resulting mixture was extracted with ethyl acetate and the extract was washed with water, dried over sodium sulfate and evaporated. The residue was chromatographed through silica gel using 5% methanol in dichloromethane. The appropriate fractions were evaporated to give 2-chloro-1-(1-methylethyl)benzimidazole,... The reactants are Cc1onc(N)c1Br, c1ccncc1, O=S(=O)(Cl)c1cccs1. Product: Cc1onc(NS(=O)(=O)c2cccs2)c1Br. Reaction SMILES: [NH2:10][c:11]1[n:12][o:13][c:14]([CH3:17])[c:15]1[Br:16].[cH:18]1[cH:19][cH:20][n:21][cH:22][cH:23]1.[s:1]1[c:2]([S:6](=[O:7])(=[O:8])[Cl:9])[cH:3][cH:4][cH:5]1>>[s:1]1[c:2]([S:6](=[O:7])(=[O:8])[NH:10][c:11]2[n:12][o:13][c:14]([CH3:17])[c:15]2[Br:16])[cH:3][cH:4][cH:5]1. Starting materials: O=c1cc(NC2CCN(CC=Cc3ccccc3)CC2)c2cc(Br)ccc2o1, O=C([O-])[O-], COCCOC, CCO, [Cs+], [Cs+], N#N, O, OB(O)c1ccccc1. Yields the product O=c1cc(NC2CCN(CC=Cc3ccccc3)CC2)c2cc(-c3ccccc3)ccc2o1. RXN SMILES: [Br:3][c:4]1[cH:5][c:6]2[c:7]([NH:15][CH:16]3[CH2:17][CH2:18][N:19]([CH2:22][CH:23]=[CH:24][c:25]4[cH:26][cH:27][cH:28][cH:29][cH:30]4)[CH2:20][CH2:21]3)[cH:8][c:9](=[O:14])[o:10][c:11]2[cH:12][cH:13]1.[C:31](=[O:32])([O-:33])[O-:34].[CH3:46][O:47][CH2:48][CH2:49][O:50][CH3:51].[CH3:53][CH2:54][OH:55].[Cs+:35].[Cs+:36].[N:1]#[N:2].[OH2:52].[c:37]1([B:43]([OH:44])[OH:45])[cH:38][cH:39][cH:40][cH:41][cH:42]1>>[c:4]1(-[c:37]2[cH:38][cH:39][cH:40][cH:41][cH:42]2)[cH:5][c:6]2[c:7]([NH:15][CH:16]3[CH2:17][CH2:18][N:19]([CH2:22][CH:23]=[CH:24][c:25]4[cH:26][cH:27][cH:28][cH:29][cH:30]4)[CH2:20][CH2:21]3)[cH:8][c:9](=[O:14])[o:10][c:11]2[cH:12][cH:13]1. Reactants: BrC=1C(OC(CC1O)(CCC1=CC=CC=C1)C1=CC=CC=C1)=O (3-bromo-5,6-dihydro-4-hydroxy-6-phenyl-6-(2-phenylethyl)-2H-pyran-2-one), C(C)(C)C1=C(C=CC=C1)S (2-isopropylbenzenethiol), N1CCCCC1 (piperidine). Solvent: ClCCl (dichloromethane). Yields the product OC1=C(C(OC(C1)(CCC1=CC=CC=C1)C1=CC=CC=C1)=O)SC1=C(C=CC=C1)C(C)C (5,6-Dihydro-4-hydroxy-3-(2-isopropylphenylthio) -6-phenyl-6-(2-phenylethyl)-2H-pyran-2-one). RXN SMILES: Br[C:2]1[C:3](=[O:23])[O:4][C:5]([C:17]2[CH:22]=[CH:21][CH:20]=[CH:19][CH:18]=2)([CH2:9][CH2:10][C:11]2[CH:16]=[CH:15][CH:14]=[CH:13][CH:12]=2)[CH2:6][C:7]=1[OH:8].[CH:24]([C:27]1[CH:32]=[CH:31][CH:30]=[CH:29][C:28]=1[SH:33])([CH3:26])[CH3:25].N1CCCCC1>ClCCl>[OH:8][C:7]1[CH2:6][C:5]([C:17]2[CH:22]=[CH:21][CH:20]=[CH:19][CH:18]=2)([CH2:9][CH2:10][C:11]2[CH:16]=[CH:15][CH:14]=[CH:13][CH:12]=2)[O:4][C:3](=[O:23])[C:2]=1[S:33][C:28]1[CH:29]=[CH:30][CH:31]=[CH:32][C:27]=1[CH:24]([CH3:26])[CH3:25]. Procedure: The title compound was prepared as described in General Method 6 from 1.50 mmol of 3-bromo-5,6-dihydro-4-hydroxy-6-phenyl-6-(2-phenylethyl)-2H-pyran-2-one (prepared in example BBB), 1.60 mmol of 2-isopropylbenzenethiol, and 1.60 mmol of piperidine in 30 mL of dichloromethane. The product was triturated with hexane:ether (1:1) to afford a solid. The crude product was chromatographed on silica gel, eluting first with chloroform and then with 5% methanol in chloroform, to give the title compound (m... Reactants: O=C([O-])O, O=C(NCc1ccc(Oc2cccc(OCc3ccccc3)c2)s1)c1ccc2ncccc2c1, [Na+], O=C(O)C(F)(F)F, CSc1ccccc1. Yields the product O=C(NCc1ccc(Oc2cccc(O)c2)s1)c1ccc2ncccc2c1. RXN SMILES: [C:42](=[O:43])([OH:44])[O-:45].[CH2:8]([c:9]1[cH:10][cH:11][cH:12][cH:13][cH:14]1)[O:15][c:16]1[cH:17][c:18]([O:19][c:20]2[cH:21][cH:22][c:23]([CH2:25][NH:26][C:27](=[O:28])[c:29]3[cH:30][c:31]4[cH:32][cH:33][cH:34][n:35][c:36]4[cH:37][cH:38]3)[s:24]2)[cH:39][cH:40][cH:41]1.[Na+:46].[OH:1][C:2]([C:3]([F:4])([F:5])[F:6])=[O:7].[c:47]1([S:48][CH3:49])[cH:50][cH:51][cH:52][cH:53][cH:54]1>>[OH:15][c:16]1[cH:17][c:18]([O:19][c:20]2[cH:21][cH:22][c:23]([CH2:25][NH:26][C:27](=[O:28])[c:29]3[cH:30][c:31]4[cH:32][cH:33][cH:34][n:35][c:36]4[cH:37][cH:38]3)[s:24]2)[cH:39][cH:40][cH:41]1. Reactants: COC1=C(C=CC(=C1)O)C1=NC=2C(C(NCC2)=O)=N1 (2-(2-methoxy-4-hydroxy-phenyl)-5H-imidazo[4,5-c]pyridin-4-one), C(C#C)Br (propargyl bromide), 30, C([O-])([O-])=O.[K+].[K+] (potassium carbonate). Reaction conditions: time 15 minute. Procedure: 1 g of 2-(2-methoxy-4-hydroxy-phenyl)-5H-imidazo[4,5-c]pyridin-4-one was suspended in 30 1.41 g of potassium carbonate were added, and the mixture was stirred at room temperature. After 15 minutes and again after one hour, 0.9 ml of propargyl bromide was added, and the mixture was then stirred for another 1.25 hours. The solvent was substantially evaporated in vacuo, and the residue was stirred with methylene chloride. After the precipitate had been filtered off and washed with water, the produc... Product: COC1=C(C=CC(=C1)OCC#C)C1=NC=2C(C(NCC2)=O)=N1 (2-(2-Methoxy-4-propargyloxy-phenyl)-5H-imidazo[4,5-c]pyridin-4-one). RXN SMILES: [CH3:1][O:2][C:3]1[CH:8]=[C:7]([OH:9])[CH:6]=[CH:5][C:4]=1[C:10]1[N:19]=[C:13]2[C:14](=[O:18])[NH:15][CH2:16][CH:17]=[C:12]2[N:11]=1.C(=O)([O-])[O-].[K+].[K+].[CH2:26](Br)[C:27]#[CH:28]>>[CH3:1][O:2][C:3]1[CH:8]=[C:7]([O:9][CH2:28][C:27]#[CH:26])[CH:6]=[CH:5][C:4]=1[C:10]1[N:19]=[C:13]2[C:14](=[O:18])[NH:15][CH2:16][CH:17]=[C:12]2[N:11]=1 |f:1.2.3|.